The task is: describe an organic reaction: reactants, conditions, products, and yield. This data is from the Open Reaction Database (ORD), a public repository of structured organic reaction records. Reactants: CCO, CSc1cc2cc(C(F)(F)F)ccc2[nH]1. Product: FC(F)(F)c1ccc2[nH]ccc2c1. RXN SMILES: [CH3:16][CH2:17][OH:18].[CH3:1][S:2][c:3]1[nH:4][c:5]2[cH:6][cH:7][c:8]([C:12]([F:13])([F:14])[F:15])[cH:9][c:10]2[cH:11]1>>[cH:3]1[nH:4][c:5]2[cH:6][cH:7][c:8]([C:12]([F:13])([F:14])[F:15])[cH:9][c:10]2[cH:11]1. Reactants: CC(CC\N=C\C1=C(C(=CC=C1)F)NCCN1CCOCC1)(C)C (2-((E)-(3,3-dimethylbutylimino)methyl)-6-fluoro-N-(2-morpholinoethyl)benzenamine), S[C@H](C(=O)O)CC(=O)O ((S)-2-mercaptosuccinic acid). The solvent is C1(=CC=CC=C1)C (toluene). Product: O1CCN(CC1)CCNC1=C(C=CC=C1F)C1SC(C(N1CCC(C)(C)C)=O)CC(=O)O (2-(2-(2-(2-morpholinoethylamino)-3-fluorophenyl)-3-(3,3-dimethylbutyl)-4-oxothiazolidin-5-yl)acetic acid). Reaction SMILES: [CH3:1][C:2]([CH3:24])([CH3:23])[CH2:3][CH2:4]/[N:5]=[CH:6]/[C:7]1[CH:12]=[CH:11][CH:10]=[C:9]([F:13])[C:8]=1[NH:14][CH2:15][CH2:16][N:17]1[CH2:22][CH2:21][O:20][CH2:19][CH2:18]1.[SH:25][C@@H:26]([CH2:30][C:31]([OH:33])=[O:32])[C:27](O)=[O:28]>C1(C)C=CC=CC=1>[O:20]1[CH2:21][CH2:22][N:17]([CH2:16][CH2:15][NH:14][C:8]2[C:9]([F:13])=[CH:10][CH:11]=[CH:12][C:7]=2[CH:6]2[N:5]([CH2:4][CH2:3][C:2]([CH3:24])([CH3:23])[CH3:1])[C:27](=[O:28])[CH:26]([CH2:30][C:31]([OH:33])=[O:32])[S:25]2)[CH2:18][CH2:19]1. Procedure: Heated 2-((E)-(3,3-dimethylbutylimino)methyl)-6-fluoro-N-(2-morpholinoethyl)benzenamine (606 mg, 1.806 mmol) and (S)-2-mercaptosuccinic acid (282 mg, 1.878 mmol) in toluene (10 mL) at 80° C. for 1 day. Volatiles were removed on a rotary evaporator under high vacuum to give 2-(2-(2-(2-morpholinoethylamino)-3-fluorophenyl)-3-(3,3-dimethylbutyl)-4-oxothiazolidin-5-yl)acetic acid as a yellow gum which was carried on to the next step as is. LC/MS: 468.39 (M+1) Rt=diastereomers at 1.91 and 1.93 min (1... Reactants: ClCCN=C=O (2-chloroethylisocyanate), COC1=C(CN)C=CC=C1 (2-methoxybenzylamine). Solvent: ClCCl (dichloromethane). Reaction conditions: time 30 minute. The product is COC1=C(CNC=2OCCN2)C=CC=C1 (N-(2-methoxybenzyl)-4,5-dihydrooxazol-2-amine). The yield is 67.8%. As a reaction SMILES: Cl[CH2:2][CH2:3][N:4]=[C:5]=[O:6].[CH3:7][O:8][C:9]1[CH:16]=[CH:15][CH:14]=[CH:13][C:10]=1[CH2:11][NH2:12]>ClCCl>[CH3:7][O:8][C:9]1[CH:16]=[CH:15][CH:14]=[CH:13][C:10]=1[CH2:11][NH:12][C:5]1[O:6][CH2:2][CH2:3][N:4]=1. Procedure details: Commercially available 2-chloroethylisocyanate (3.10 mL, 36.45 mmol) was added slowly to a solution of 2-methoxybenzylamine (5.00 mL, 36.45 mmol) in dichloromethane (60 mL) at room temperature. The resulting reaction mixture was stirred for 30 minutes and the intermediate product thus formed was filtered and washed with hexane, and then suspended in water (150 mL). This suspension was heated to reflux and stirred at refluxing for 2 hours, then cooled to room temperature. The reaction mixture was...